Dataset: the Open Reaction Database (ORD), a public repository of structured organic reaction records. Task: describe an organic reaction: reactants, conditions, products, and yield The reactants are COc1ccc(N2CCOCC2)c2sc(N)nc12, O=C(Oc1ccccc1)c1cnn(CCN2CCOCC2)c1. Reaction SMILES: [CH3:1][O:2][c:3]1[cH:4][cH:5][c:6]([N:13]2[CH2:14][CH2:15][O:16][CH2:17][CH2:18]2)[c:7]2[c:8]1[n:9][c:10]([NH2:12])[s:11]2.[c:19]1([O:25][C:26](=[O:20])[c:28]2[cH:29][n:30][n:31]([CH2:33][CH2:34][N:35]3[CH2:36][CH2:37][O:38][CH2:39][CH2:40]3)[cH:32]2)[cH:21][cH:22][cH:23][cH:24][cH:27]1>>[CH3:1][O:2][c:3]1[cH:4][cH:5][c:6]([N:13]2[CH2:14][CH2:15][O:16][CH2:17][CH2:18]2)[c:7]2[c:8]1[n:9][c:10]([NH:12][C:26](=[O:25])[c:28]1[cH:29][n:30][n:31]([CH2:33][CH2:34][N:35]3[CH2:36][CH2:37][O:38][CH2:39][CH2:40]3)[cH:32]1)[s:11]2. Product: COc1ccc(N2CCOCC2)c2sc(NC(=O)c3cnn(CCN4CCOCC4)c3)nc12. The reactants are C(#N)C=1C=C2C=C(N(C2=CC1)CC1=CC(=CC=C1)OC(F)(F)F)C(=O)O (5-cyano-1-(3-trifluoromethoxybenzyl)-1H-indole-2-carboxylic acid), N[C@H](CO)C(C)C ((S)-(+)-2-amino-3-methyl-1-butanol). The product is OC[C@H](C(C)C)NC(=O)C=1N(C2=CC=C(C=C2C1)C#N)CC1=CC(=CC=C1)OC(F)(F)F ((S)-(+)-5-Cyano-1-(3-trifluoromethoxybenzyl)-1H-indole-2-carboxylic acid (1-hydroxymethyl-2-methylpropyl)amide). RXN SMILES: [C:1]([C:3]1[CH:4]=[C:5]2[C:9](=[CH:10][CH:11]=1)[N:8]([CH2:12][C:13]1[CH:18]=[CH:17][CH:16]=[C:15]([O:19][C:20]([F:23])([F:22])[F:21])[CH:14]=1)[C:7]([C:24]([OH:26])=O)=[CH:6]2)#[N:2].[NH2:27][C@@H:28]([CH:31]([CH3:33])[CH3:32])[CH2:29][OH:30]>>[OH:30][CH2:29][C@@H:28]([NH:27][C:24]([C:7]1[N:8]([CH2:12][C:13]2[CH:18]=[CH:17][CH:16]=[C:15]([O:19][C:20]([F:21])([F:23])[F:22])[CH:14]=2)[C:9]2[C:5]([CH:6]=1)=[CH:4][C:3]([C:1]#[N:2])=[CH:11][CH:10]=2)=[O:26])[CH:31]([CH3:33])[CH3:32]. Procedure details: The title compound was prepared using 5-cyano-1-(3-trifluoromethoxybenzyl)-1H-indole-2-carboxylic acid [prepared from 3-(trifluoromethoxy)benzyl bromide and ethyl 5-cyanoindole-2-carboxylate] and (S)-(+)-2-amino-3-methyl-1-butanol in a manner similar to that described in Example 11.